Dataset: the Open Reaction Database (ORD), a public repository of structured organic reaction records. Task: describe an organic reaction: reactants, conditions, products, and yield The reactants are CC(C)(C)OC(=O)N1CC(O)CC1C(=O)N1CCCN(C2CCC2)CC1, C1CCOC1, Oc1ccc(F)cc1, [Na+], CCOC(=O)N=NC(=O)OCC, [OH-], c1ccc(P(c2ccccc2)c2ccccc2)cc1. Yields the product CC(C)(C)OC(=O)N1CC(Oc2ccc(F)cc2)CC1C(=O)N1CCCN(C2CCC2)CC1. Reaction SMILES: [C:1]([CH3:2])([CH3:3])([CH3:4])[O:5][C:6](=[O:7])[N:8]1[CH:9]([C:14](=[O:15])[N:16]2[CH2:17][CH2:18][N:19]([CH:23]3[CH2:24][CH2:25][CH2:26]3)[CH2:20][CH2:21][CH2:22]2)[CH2:10][CH:11]([OH:13])[CH2:12]1.[CH2:66]1[O:67][CH2:68][CH2:69][CH2:70]1.[F:27][c:28]1[cH:29][cH:30][c:31]([OH:34])[cH:32][cH:33]1.[Na+:72].[O:54]=[C:55]([O:56][CH2:57][CH3:58])[N:59]=[N:60][C:61]([O:62][CH2:63][CH3:64])=[O:65].[OH-:71].[c:35]1([P:36]([c:37]2[cH:38][cH:39][cH:40][cH:41][cH:42]2)[c:43]2[cH:44][cH:45][cH:46][cH:47][cH:48]2)[cH:49][cH:50][cH:51][cH:52][cH:53]1>>[C:1]([CH3:2])([CH3:3])([CH3:4])[O:5][C:6](=[O:7])[N:8]1[CH:9]([C:14](=[O:15])[N:16]2[CH2:17][CH2:18][N:19]([CH:23]3[CH2:24][CH2:25][CH2:26]3)[CH2:20][CH2:21][CH2:22]2)[CH2:10][CH:11]([O:13][c:31]2[cH:30][cH:29][c:28]([F:27])[cH:33][cH:32]2)[CH2:12]1. The reactants are CC(C)(C)OC(=O)N1CCCC(Nc2ncc(Br)cn2)C1, ClCCl, O=C(O)C(F)(F)F. Yields the product Brc1cnc(NC2CCCNC2)nc1. As a reaction SMILES: [C:1]([O:2][C:3](=[O:4])[N:8]1[CH2:9][CH:10]([NH:14][c:15]2[n:16][cH:17][c:18]([Br:21])[cH:19][n:20]2)[CH2:11][CH2:12][CH2:13]1)([CH3:5])([CH3:6])[CH3:7].[Cl:29][CH2:30][Cl:31].[F:22][C:23]([F:24])([F:25])[C:26]([OH:27])=[O:28]>>[NH:8]1[CH2:9][CH:10]([NH:14][c:15]2[n:16][cH:17][c:18]([Br:21])[cH:19][n:20]2)[CH2:11][CH2:12][CH2:13]1. The product is N[C@H]1C[C@H](CO[C@@H]1C1=C(C=CC(=C1)F)F)N1CC2=NN(C=C2C1)CC(=O)N (2-{5-[(3R,5S,6R)-5-amino-6-(2,5-difluorophenyl)tetrahydro-2H-pyran-3-yl]-5,6-dihydropyrrolo[3,4-c]pyrazol-2(4H)-yl}acetamide). Run in C(Cl)Cl (CH2Cl2). As a reaction SMILES: C(OC(=O)[NH:7][C@H:8]1[CH2:13][C@@H:12]([N:14]2[CH2:21][C:20]3[C:16](=[N:17][N:18]([CH2:22][C:23]([NH2:25])=[O:24])[CH:19]=3)[CH2:15]2)[CH2:11][O:10][C@@H:9]1[C:26]1[CH:31]=[C:30]([F:32])[CH:29]=[CH:28][C:27]=1[F:33])(C)(C)C.C(O)(C(F)(F)F)=O>C(Cl)Cl>[NH2:7][C@@H:8]1[C@@H:9]([C:26]2[CH:31]=[C:30]([F:32])[CH:29]=[CH:28][C:27]=2[F:33])[O:10][CH2:11][C@H:12]([N:14]2[CH2:21][C:20]3[C:16](=[N:17][N:18]([CH2:22][C:23]([NH2:25])=[O:24])[CH:19]=3)[CH2:15]2)[CH2:13]1. Reactants: C(C)(C)(C)OC(N[C@@H]1[C@H](OC[C@@H](C1)N1CC2=NN(C=C2C1)CC(=O)N)C1=C(C=CC(=C1)F)F)=O (tert-Butyl[(2R,3S,5R)-5-[2-(2-amino-2-oxoethyl)-2,6-dihydropyrrolo[3,4-c]pyrazol-5(4H)-yl]-2-(2,5-difluorophenyl)tetrahydro-2H-pyran-3-yl]carbamate), C(=O)(C(F)(F)F)O (TFA). Procedure: The product from Step A (433 mg, 0.907 mmol) in CH2Cl2 (60 mL) was treated with TFA (60 mL) at RT for 2 h. After removing the TFA/CH2Cl2, the residue was purified on a silica gel column and eluting with 2.5-5% MeOH (containing 10% NH4OH)/CH2Cl2 to give the title compound. LC-MS=378.04 [M+1]. The reactants are N#Cc1ccccc1O, ClCCl, O=N[O-], [Na+], [Na+], O=[N+]([O-])[O-], O=S(=O)(O)O. Yields the product N#Cc1cccc([N+](=O)[O-])c1O. Reaction SMILES: [C:1](#[N:2])[c:3]1[c:4]([OH:9])[cH:5][cH:6][cH:7][cH:8]1.[CH2:24]([Cl:25])[Cl:26].[N:20]([O-:21])=[O:22].[Na+:10].[Na+:23].[O-:11][N+:12]([O-:13])=[O:14].[S:15](=[O:16])(=[O:17])([OH:18])[OH:19]>>[C:1](#[N:2])[c:3]1[c:4]([OH:9])[c:5]([N+:12](=[O:11])[O-:13])[cH:6][cH:7][cH:8]1. The reactants are Cl (HCl), C1(CC1)CN (cyclopropylmethylamine), ClS(=O)(=O)O (Chlorosulphonic acid), N(C1=CC=CC=C1)C1=NC=CC(=N1)C1=CN=C(N1C1CCC1)C (2-anilino-4-(1-cyclobutyl-2-methylimidazol-5-yl)pyrimidine). Solvent: CCOCC (ether), CO (MeOH), CCOCC (ether), S(=O)(Cl)Cl (thionyl chloride). Run at temperature 0 celsius, time 10 minute. Product: C1(CCC1)N1C(=NC=C1C1=NC(=NC=C1)NC1=CC=C(C=C1)S(NCC1CC1)(=O)=O)C (4-(1 -Cyclobutyl-2-methylimidazol-5-yl)-2-{4-[N-(cycloproylmethyl)sulphamoyl]anilino}pyrimidine). The yield is 73.5%. Reaction SMILES: Cl[S:2]([OH:5])(=O)=[O:3].[NH:6]([C:13]1[N:18]=[C:17]([C:19]2[N:23]([CH:24]3[CH2:27][CH2:26][CH2:25]3)[C:22]([CH3:28])=[N:21][CH:20]=2)[CH:16]=[CH:15][N:14]=1)[C:7]1[CH:12]=[CH:11][CH:10]=[CH:9][CH:8]=1.[CH:29]1([CH2:32][NH2:33])[CH2:31][CH2:30]1.Cl>S(Cl)(Cl)=O.CO.CCOCC>[CH:24]1([N:23]2[C:19]([C:17]3[CH:16]=[CH:15][N:14]=[C:13]([NH:6][C:7]4[CH:8]=[CH:9][C:10]([S:2](=[O:5])(=[O:3])[NH:33][CH2:32][CH:29]5[CH2:31][CH2:30]5)=[CH:11][CH:12]=4)[N:18]=3)=[CH:20][N:21]=[C:22]2[CH3:28])[CH2:27][CH2:26][CH2:25]1. Reported procedure: Chlorosulphonic acid (150 μl, 2.16 mmol) was added dropwise to solution of 2-anilino-4-(1-cyclobutyl-2-methylimidazol-5-yl)pyrimidine (Method 61; 165 mg, 0.54 mmol) in thionyl chloride (3 ml), cooled to 0° C. and the mixture stirred at 0° C. for 10 minutes then heated at 90° C. for 90 minutes. The volatiles were removed by evaporation and the residue was dried under high vacuum (<2 mmHg) for 1 hour. The resulting solid was placed under nitrogen and a solution of cyclopropylmethylamine (700 μl, 8... Reactants: O=C(O)c1ccco1, NCc1ccc(Cl)cc1. Isolated yield 59.8%. Yields the product O=C(NCc1ccc(Cl)cc1)c1ccco1. Run in CN(C)C=O (DMF), CN(C)C=O (DMF), CN(C)C=O (DMF), CN(C)C=O (DMF), CN(C)C=O (DMF), CN(C)C=O (DMF). Conditions: temperature 25 celsius, time 2 hour. The reagents and catalysts are [B-](F)(F)(F)F.CCOC(=O)C(=NOC(=[N+](C)C)N(C)C)C#N (TOTU), CCN(C(C)C)C(C)C (DIPEA). As a reaction SMILES: NCc1ccc(Cl)cc1.O=C(O)c1ccco1.[B-](F)(F)(F)F.CCOC(=O)C(=NOC(=[N+](C)C)N(C)C)C#N.CCN(C(C)C)C(C)C.CN(C)C=O>>O=C(NCc1ccc(Cl)cc1)c1ccco1.